Dataset: the Open Reaction Database (ORD), a public repository of structured organic reaction records. Task: describe an organic reaction: reactants, conditions, products, and yield Reactants: C, CCO, [H][H], O=c1c([N+](=O)[O-])cc(-c2ccccn2)cn1-c1ccccc1, [Pd]. Yields the product Nc1cc(-c2ccccn2)cn(-c2ccccc2)c1=O. RXN SMILES: [C:28].[CH3:1][CH2:2][OH:3].[H:26][H:27].[N+:4]([O-:5])(=[O:6])[c:7]1[c:8](=[O:25])[n:9](-[c:19]2[cH:20][cH:21][cH:22][cH:23][cH:24]2)[cH:10][c:11](-[c:13]2[n:14][cH:15][cH:16][cH:17][cH:18]2)[cH:12]1.[Pd:29]>>[NH2:4][c:7]1[c:8](=[O:25])[n:9](-[c:19]2[cH:20][cH:21][cH:22][cH:23][cH:24]2)[cH:10][c:11](-[c:13]2[n:14][cH:15][cH:16][cH:17][cH:18]2)[cH:12]1. Starting materials: CCC(C)=O, COc1cc2c(-c3cc4cccnc4n3S(=O)(=O)c3ccc(C)cc3)cn(C)c2cc1OCCCl, [I-], [Na+]. Yields the product COc1cc2c(-c3cc4cccnc4n3S(=O)(=O)c3ccc(C)cc3)cn(C)c2cc1OCCI. As a reaction SMILES: [CH3:38][C:39](=[O:40])[CH2:41][CH3:42].[CH3:3][n:4]1[cH:5][c:6](-[c:19]2[cH:20][c:21]3[c:22]([n:23][cH:24][cH:25][cH:26]3)[n:27]2[S:28](=[O:29])(=[O:30])[c:31]2[cH:32][cH:33][c:34]([CH3:37])[cH:35][cH:36]2)[c:7]2[cH:8][c:9]([O:17][CH3:18])[c:10]([O:13][CH2:14][CH2:15][Cl:16])[cH:11][c:12]12.[I-:2].[Na+:1]>>[I:2][CH2:15][CH2:14][O:13][c:10]1[c:9]([O:17][CH3:18])[cH:8][c:7]2[c:6](-[c:19]3[cH:20][c:21]4[c:22]([n:23][cH:24][cH:25][cH:26]4)[n:27]3[S:28](=[O:29])(=[O:30])[c:31]3[cH:32][cH:33][c:34]([CH3:37])[cH:35][cH:36]3)[cH:5][n:4]([CH3:3])[c:12]2[cH:11]1. Starting materials: C(#N)C=1OC2=C(C1)C=C(C=C2)C(=O)OC (Methyl 2-cyano-1-benzofuran-5-carboxylate), CO (MeOH), LiOH monohydrate. Solvent: O (H2O). Conditions: temperature 0 celsius, time 6 hour. The product is NC(=O)C=1OC2=C(C1)C=C(C=C2)C(=O)O (2-(aminocarbonyl)-1-benzofuran-5-carboxylic acid). Isolated yield 97.0%. RXN SMILES: [C:1]([C:3]1[O:4][C:5]2[CH:11]=[CH:10][C:9]([C:12]([O:14]C)=[O:13])=[CH:8][C:6]=2[CH:7]=1)#[N:2].C[OH:17]>O>[NH2:2][C:1]([C:3]1[O:4][C:5]2[CH:11]=[CH:10][C:9]([C:12]([OH:14])=[O:13])=[CH:8][C:6]=2[CH:7]=1)=[O:17]. Procedure details: Methyl 2-cyano-1-benzofuran-5-carboxylate (426 mg, 2.0 mmol) is dissolved in MeOH (10 ml). The solution is cooled to 0° C., is treated with LiOH monohydrate (168 mg, 4.0 mmol) in H2O (4 ml), and the reaction is stirred 6 h at RT. The volatiles are removed in vacuo and the residue is dissolved in H2O (10 ml). The pH of the mixture is adjusted to 1.9 with 12N HCl, the white solid is collected, washed with water, and is dried to give 401 mg (97%) of 2-(aminocarbonyl)-1-benzofuran-5-carboxylic acid ... The reactants are ClC1=C(C=C(C=C1)O)C(F)(F)F (4-chloro-3-(trifluoromethyl)phenol), C(=O)([O-])[O-].[K+].[K+] (K2CO3), FC1=CC=C(C#N)C=C1 (4-fluorobenzonitrile). The solvent is CN(C)C=O (DMF), O (water). Run at temperature 120 celsius. Product: ClC1=C(C=C(C=C1)OC1=CC=C(C#N)C=C1)C(F)(F)F (4-{[4-Chloro-3-(trifluoromethyl)phenyl]oxy}benzonitrile). RXN SMILES: [Cl:1][C:2]1[CH:7]=[CH:6][C:5]([OH:8])=[CH:4][C:3]=1[C:9]([F:12])([F:11])[F:10].C([O-])([O-])=O.[K+].[K+].F[C:20]1[CH:27]=[CH:26][C:23]([C:24]#[N:25])=[CH:22][CH:21]=1>CN(C=O)C.O>[Cl:1][C:2]1[CH:7]=[CH:6][C:5]([O:8][C:20]2[CH:27]=[CH:26][C:23]([C:24]#[N:25])=[CH:22][CH:21]=2)=[CH:4][C:3]=1[C:9]([F:10])([F:11])[F:12] |f:1.2.3|. Reported procedure: The mixture of 4-chloro-3-(trifluoromethyl)phenol (2 g, 10.18 mmol), K2CO3 (2.109 g, 15.26 mmol) and 4-fluorobenzonitrile (1.232 g, 10.18 mmol) in DMF (20 ml), was heated at 120° C. overnight. It was diluted with water and extracted with EtOAc. The organic phases were collected, washed with water and brine, dried over Na2SO4 and concentrated to afford the title compound as a brown oil. LCMS: rt=3.81 min, [M+H+]=298 Starting materials: Cc1nc(-c2ccc(C(F)(F)F)c(F)c2F)sc1COc1ccc2ccn(CC(=O)OC(C)(C)C)c2c1, [Li+], [OH-]. Product: Cc1nc(-c2ccc(C(F)(F)F)c(F)c2F)sc1COc1ccc2ccn(CC(=O)O)c2c1. Reaction SMILES: [C:1]([CH3:2])([CH3:3])([CH3:4])[O:5][C:6]([CH2:7][n:8]1[cH:9][cH:10][c:11]2[cH:12][cH:13][c:14]([O:17][CH2:18][c:19]3[c:20]([CH3:36])[n:21][c:22](-[c:24]4[c:25]([F:35])[c:26]([F:34])[c:27]([C:30]([F:31])([F:32])[F:33])[cH:28][cH:29]4)[s:23]3)[cH:15][c:16]12)=[O:37].[Li+:39].[OH-:38]>>[O:5]=[C:6]([CH2:7][n:8]1[cH:9][cH:10][c:11]2[cH:12][cH:13][c:14]([O:17][CH2:18][c:19]3[c:20]([CH3:36])[n:21][c:22](-[c:24]4[c:25]([F:35])[c:26]([F:34])[c:27]([C:30]([F:31])([F:32])[F:33])[cH:28][cH:29]4)[s:23]3)[cH:15][c:16]12)[OH:37]. As a reaction SMILES: [C:1]([O:2][C:3](=[O:4])[NH:8][CH:9]([C:10](=[O:11])[N:12]([CH:13]([CH3:14])[c:15]1[nH:16][cH:17][c:18](-[c:20]2[cH:21][cH:22][cH:23][cH:24][cH:25]2)[n:19]1)[CH2:26][c:27]1[cH:28][cH:29][c:30]([O:36][CH3:37])[c:31]([C:32](=[O:33])[OH:34])[cH:35]1)[CH2:38][c:39]1[c:40]([CH3:49])[cH:41][c:42]([C:46]([NH2:47])=[O:48])[cH:43][c:44]1[CH3:45])([CH3:5])([CH3:6])[CH3:7].[CH3:50][C:51](=[O:52])[CH3:53].[ClH:54].[Na+:56].[OH-:55].[OH2:57]>>[NH2:8][CH:9]([C:10](=[O:11])[N:12]([CH:13]([CH3:14])[c:15]1[nH:16][cH:17][c:18](-[c:20]2[cH:21][cH:22][cH:23][cH:24][cH:25]2)[n:19]1)[CH2:26][c:27]1[cH:28][cH:29][c:30]([O:36][CH3:37])[c:31]([C:32](=[O:33])[OH:34])[cH:35]1)[CH2:38][c:39]1[c:40]([CH3:49])[cH:41][c:42]([C:46]([NH2:47])=[O:48])[cH:43][c:44]1[CH3:45]. The product is COc1ccc(CN(C(=O)C(N)Cc2c(C)cc(C(N)=O)cc2C)C(C)c2nc(-c3ccccc3)c[nH]2)cc1C(=O)O. The reactants are COc1ccc(CN(C(=O)C(Cc2c(C)cc(C(N)=O)cc2C)NC(=O)OC(C)(C)C)C(C)c2nc(-c3ccccc3)c[nH]2)cc1C(=O)O, CC(C)=O, Cl, [Na+], [OH-], O.